This data is from the Open Reaction Database (ORD), a public repository of structured organic reaction records. The task is: describe an organic reaction: reactants, conditions, products, and yield Reactants: NCC1=CC=C(C(=O)OC)C=C1 (methyl 4-(aminomethyl)benzoate), C(#N)C1(CC(NC(C1)C1=CC=CC=C1)C1=CC=CC=C1)NC(=O)C(CC(C)(C)C)NC(=O)N1CCOCC1 (Morpholine-4-carboxylic Acid [1-(4-Cyano-2,6-diphenyl-piperidin-4-ylcarbamoyl)-3,3-dimethyl-butyl]-amide), ( c ), N-acyl ester. The solvent is C(C)(=O)O (acetic acid). Yields the product COC(C1=CC=C(C=C1)CNC(C)=O)=O (Methyl-4-(acetylamino-methyl)-benzoate). Reaction SMILES: [NH2:1][CH2:2][C:3]1[CH:12]=[CH:11][C:6]([C:7]([O:9][CH3:10])=[O:8])=[CH:5][CH:4]=1.C(C1(N[C:34]([CH:36](NC(N2CCOCC2)=O)CC(C)(C)C)=[O:35])CC(C2C=CC=CC=2)NC(C2C=CC=CC=2)C1)#N>C(O)(=O)C>[CH3:10][O:9][C:7](=[O:8])[C:6]1[CH:5]=[CH:4][C:3]([CH2:2][NH:1][C:34](=[O:35])[CH3:36])=[CH:12][CH:11]=1. Procedure details: Methyl-4-(acetylamino-methyl)-benzoate was prepared from acetic acid and methyl 4-(aminomethyl)benzoate using a method analogous to that of Example 1-part (d). The crude N-acyl ester was saponified using a method analogous to that of Example 1-part (c). The crude product was used without further purification. Reactants: FC(C1=C(CN2[C@H]([C@@H](CCC2)C(C(=O)OC)CCC)C2=CC=C(C=C2)C(F)(F)F)C=C(C=C1)C(F)(F)F)(F)F ((±)-Methyl 2-{(2R*,3S*)-1-[2,5-bis(trifluoromethyl)benzyl]-2-[4-(trifluoromethyl)phenyl]piperidin-3-yl}pentanoate), [Li+].[OH-] (LiOH), Cl (HCl), O1CCOCC1 (dioxane). Solvent: C1CCOC1 (THF), O (water). Run at temperature 100 celsius. The product is FC(C1=C(CN2[C@H]([C@@H](CCC2)C(C(=O)O)CCC)C2=CC=C(C=C2)C(F)(F)F)C=C(C=C1)C(F)(F)F)(F)F ((±)-2-{(2R*,3S*)-1-[2,5-bis(trifluoromethyl)benzyl]-2-[4-(trifluoromethyl)phenyl]piperidin-3-yl}pentanoic acid). Isolated yield 74.1%. As a reaction SMILES: [F:1][C:2]([F:39])([F:38])[C:3]1[CH:33]=[CH:32][C:31]([C:34]([F:37])([F:36])[F:35])=[CH:30][C:4]=1[CH2:5][N:6]1[CH2:11][CH2:10][CH2:9][C@@H:8]([CH:12]([CH2:17][CH2:18][CH3:19])[C:13]([O:15]C)=[O:14])[C@@H:7]1[C:20]1[CH:25]=[CH:24][C:23]([C:26]([F:29])([F:28])[F:27])=[CH:22][CH:21]=1.[Li+].[OH-].O1CCOCC1.Cl>C1COCC1.O>[F:39][C:2]([F:1])([F:38])[C:3]1[CH:33]=[CH:32][C:31]([C:34]([F:35])([F:37])[F:36])=[CH:30][C:4]=1[CH2:5][N:6]1[CH2:11][CH2:10][CH2:9][C@@H:8]([CH:12]([CH2:17][CH2:18][CH3:19])[C:13]([OH:15])=[O:14])[C@@H:7]1[C:20]1[CH:21]=[CH:22][C:23]([C:26]([F:27])([F:28])[F:29])=[CH:24][CH:25]=1 |f:1.2|. Procedure: A solution of the ester from Step 1 (0.098 g, 0.17 mmol) and LiOH (0.082 g, 3.4 mmol) in THF (3 ml) and water (3 ml) was heated at 60° C. for 16 hrs. Then dioxane (3 ml) was added and the reaction was heated at 100° C. for 16 hrs. The reaction mixture was acidified to pH6 with 2N HCl and extracted with EtOAc. The combined extracts were washed with brine, dried (MgSO4), filtered and evaporated. The residue was purified by chromatography (silica, 1-2% MeOH/DCM) to give the acid (0.070 g, 74%). 1H ... Reactants: O=c1[nH]cc(-c2ccncn2)cc1Br, C[O-], CO, [Na+]. Product: O=c1[nH]cc(-c2ccncn2)cc1O. RXN SMILES: [Br:1][c:2]1[c:3](=[O:14])[nH:4][cH:5][c:6](-[c:8]2[n:9][cH:10][n:11][cH:12][cH:13]2)[cH:7]1.[CH3:15][O-:16].[CH3:18][OH:19].[Na+:17]>>[c:2]1([OH:16])[c:3](=[O:14])[nH:4][cH:5][c:6](-[c:8]2[n:9][cH:10][n:11][cH:12][cH:13]2)[cH:7]1. The reactants are ClC=1C=2N(C=CN1)C(=NC2I)[C@@H]2CC[C@H](CC2)CO (trans-[4-(8-chloro-1-iodoimidazo[1,5-a]pyrazin-3-yl)cyclohexyl]methanol), steel, N (NH3), C1CCOC1 (THF). Run in C(C)(C)O (isopropanol). Run at temperature -78 celsius. Product: NC=1C=2N(C=CN1)C(=NC2I)[C@@H]2CC[C@H](CC2)CO (trans-[4-(8-Amino-1-iodoimidazo[1,5-a]pyrazin-3-yl)cyclohexyl]methanol). As a reaction SMILES: Cl[C:2]1[C:3]2[N:4]([C:8]([C@H:12]3[CH2:17][CH2:16][C@H:15]([CH2:18][OH:19])[CH2:14][CH2:13]3)=[N:9][C:10]=2[I:11])[CH:5]=[CH:6][N:7]=1.C1COCC1.[NH3:25]>C(O)(C)C>[NH2:25][C:2]1[C:3]2[N:4]([C:8]([C@H:12]3[CH2:17][CH2:16][C@H:15]([CH2:18][OH:19])[CH2:14][CH2:13]3)=[N:9][C:10]=2[I:11])[CH:5]=[CH:6][N:7]=1. Procedure: trans-[4-(8-chloro-1-iodoimidazo[1,5-a]pyrazin-3-yl)cyclohexyl]methanol (26.50 g, 67.66 mmol) was charged in a 400 mL steel bomb and was dissolved in 2M NH3 in isopropanol (300 mL) and anhydrous THF (10 mL). The reaction mixture was cooled to −78° C. Ammonia gas was bubbled vigorously into the solution for 8 min; then the bomb was tightly sealed and heated to 120° C. for 20 h. The crude reaction mixture was concentrated in vacuo, then the reaction residue was taken up with MeOH/CHCl3, loaded ont... The reactants are FC(SC1=CC=C(CN)C=C1)(F)F (4-[(trifluoromethyl)thio]benzylamine), C20H17F3N2OS, C(CC)(=O)O (propanoic acid), C1=NC=CC2=C(C=CC=C12)CC(=O)O (5-isoquinolinylacetic acid). Yields the product C1=NC=CC2=C(C=CC=C12)C(C(=O)NCC1=CC=C(C=C1)SC(F)(F)F)C (2-(5-isoquinolinyl)-N-{4-[(trifluoromethyl)thio]benzyl}propanamide). As a reaction SMILES: [F:1][C:2]([F:13])([F:12])[S:3][C:4]1[CH:11]=[CH:10][C:7]([CH2:8][NH2:9])=[CH:6][CH:5]=1.[C:14]([OH:18])(=O)[CH2:15][CH3:16].[CH:19]1[C:28]2[C:23](=[C:24](CC(O)=O)[CH:25]=[CH:26][CH:27]=2)[CH:22]=[CH:21][N:20]=1>>[CH:19]1[C:28]2[C:23](=[C:24]([CH:15]([CH3:16])[C:14]([NH:9][CH2:8][C:7]3[CH:10]=[CH:11][C:4]([S:3][C:2]([F:12])([F:1])[F:13])=[CH:5][CH:6]=3)=[O:18])[CH:25]=[CH:26][CH:27]=2)[CH:22]=[CH:21][N:20]=1. Procedure: The title compound was prepared using the procedure described in Example 222B using 4-[(trifluoromethyl)thio]benzylamine and 2-5-isoquinolinyl)propanoic acid instead of 4-(trifluoromethoxy)benzylamine and 5-isoquinolinylacetic acid. MS (ESI+) m/z 391 (M+H)+; MS (ESI−) m/z 389 (M−H)−; 1H NMR (DMSO, 300 MHz) δ 1.57 (d, J 7.1, 3H), 4.33 (d, J 6.1, 2H), 4.65 (q, J 7.1, 1H), 7.33 (d, J 8.1, 1H), 7.65 (m, 2H), 7.76 (m, 1H), 7.98 (m, 2H), 8.19 (d, J 7.1, 1H), 8.42 (d, J 7.8, 1H), 8.61 (br s, 1H), 8.62 ... Starting materials: [BH4-].[Na+] (sodium borohydride), COCC1CN(C(O1)=O)C1=CC=C(C=C1)C1CCC(CC1)=O ((RS)-5-methoxymethyl-3-[4-(4-oxo-cyclohexyl)-phenyl]-oxazolidin-2-one), O (water), Cl (hydrochloric acid). Run in CCCCCC (hexane), C(C)(=O)OCC (ethyl acetate), C(C)O (ethanol), C(C)(=O)OCC (ethyl acetate). Product: O[C@@H]1CC[C@H](CC1)C1=CC=C(C=C1)N1C(OC(C1)COC)=O ((RS)-3-[4(trans-4-Hydroxy-cyclohexyl)-phenyl]-5-methoxymethyl-oxazolidin-2-one). As a reaction SMILES: [CH3:1][O:2][CH2:3][CH:4]1[O:8][C:7](=[O:9])[N:6]([C:10]2[CH:15]=[CH:14][C:13]([CH:16]3[CH2:21][CH2:20][C:19](=[O:22])[CH2:18][CH2:17]3)=[CH:12][CH:11]=2)[CH2:5]1.[BH4-].[Na+].O.Cl>C(O)C.C(OCC)(=O)C.CCCCCC>[OH:22][C@H:19]1[CH2:20][CH2:21][C@H:16]([C:13]2[CH:12]=[CH:11][C:10]([N:6]3[CH2:5][CH:4]([CH2:3][O:2][CH3:1])[O:8][C:7]3=[O:9])=[CH:15][CH:14]=2)[CH2:17][CH2:18]1 |f:1.2|. Procedure: 5.0 g (16.44 mmol) of (RS)-5-methoxymethyl-3-[4-(4-oxo-cyclohexyl)-phenyl]-oxazolidin-2-one were dissolved in 150 ml of ethanol while heating and, after cooling, treated while stirring with 620 mg (16.4 mmol) of sodium borohydride, cooled overnight and the solvent was subsequently distilled off. The oily residue obtained was treated with water and 1N hydrochloric acid and the reaction product was taken up in ethyl acetate. The organic phase was washed with water, dried over magnesium sulfate and...